Dataset: the Open Reaction Database (ORD), a public repository of structured organic reaction records. Task: describe an organic reaction: reactants, conditions, products, and yield Starting materials: c1ccc(COCc2cc(Oc3ccc4[nH]ccc4c3)ncn2)cc1, C1CCOC1, CC(=O)OC(C)=O, [H-], [Na+]. Yields the product CC(=O)n1ccc2cc(Oc3cc(COCc4ccccc4)ncn3)ccc21. Reaction SMILES: [CH2:1]([c:2]1[cH:3][cH:4][cH:5][cH:6][cH:7]1)[O:8][CH2:9][c:10]1[cH:11][c:12]([O:16][c:17]2[cH:18][c:19]3[cH:20][cH:21][nH:22][c:23]3[cH:24][cH:25]2)[n:13][cH:14][n:15]1.[CH2:35]1[O:36][CH2:37][CH2:38][CH2:39]1.[CH3:28][C:29](=[O:30])[O:31][C:32](=[O:33])[CH3:34].[H-:27].[Na+:26]>>[CH2:1]([c:2]1[cH:3][cH:4][cH:5][cH:6][cH:7]1)[O:8][CH2:9][c:10]1[cH:11][c:12]([O:16][c:17]2[cH:18][c:19]3[cH:20][cH:21][n:22]([C:29]([CH3:28])=[O:30])[c:23]3[cH:24][cH:25]2)[n:13][cH:14][n:15]1. Starting materials: Cc1cc(Br)cc2c1C(=O)N(Cc1ccc(OC(F)(F)F)cc1)C2, O=C([O-])[O-], CN(C)CCO, Cc1ccccc1, [Cs+], [Cs+], CC(=O)[O-], CC(=O)[O-], [Pd+2]. The product is Cc1cc(OCCN(C)C)cc2c1C(=O)N(Cc1ccc(OC(F)(F)F)cc1)C2. RXN SMILES: [Br:1][c:2]1[cH:3][c:4]2[c:8]([c:9]([CH3:11])[cH:10]1)[C:7](=[O:12])[N:6]([CH2:13][c:14]1[cH:15][cH:16][c:17]([O:20][C:21]([F:22])([F:23])[F:24])[cH:18][cH:19]1)[CH2:5]2.[C:31](=[O:32])([O-:33])[O-:34].[CH3:25][N:26]([CH2:27][CH2:28][OH:29])[CH3:30].[CH3:37][c:38]1[cH:39][cH:40][cH:41][cH:42][cH:43]1.[Cs+:35].[Cs+:36].[O-:45][C:46]([CH3:47])=[O:48].[O-:49][C:50]([CH3:51])=[O:52].[Pd+2:44]>>[c:2]1([O:29][CH2:28][CH2:27][N:26]([CH3:25])[CH3:30])[cH:3][c:4]2[c:8]([c:9]([CH3:11])[cH:10]1)[C:7](=[O:12])[N:6]([CH2:13][c:14]1[cH:15][cH:16][c:17]([O:20][C:21]([F:22])([F:23])[F:24])[cH:18][cH:19]1)[CH2:5]2. Starting materials: C(C1=CC=CC=C1)N1CCC(CC1)NC(=O)OC(C)(C)C (1-Benzyl-4-tertbutyloxycarbonylaminopiperidine), [H][H] (hydrogen). Reagents/catalysts: [Pd] (Pd). Solvent: CO (MeOH). Product: C(C)(C)(C)OC(=O)NC1CCNCC1 (4-tert-Butyloxycarbonylaminopiperidine). Isolated yield 90.7%. As a reaction SMILES: C([N:8]1[CH2:13][CH2:12][CH:11]([NH:14][C:15]([O:17][C:18]([CH3:21])([CH3:20])[CH3:19])=[O:16])[CH2:10][CH2:9]1)C1C=CC=CC=1.[H][H]>CO.[Pd]>[C:18]([O:17][C:15]([NH:14][CH:11]1[CH2:10][CH2:9][NH:8][CH2:13][CH2:12]1)=[O:16])([CH3:21])([CH3:19])[CH3:20]. Reported procedure: A solution of 1-benzyl-4-tertbutyloxycarbonylaminopiperidine 5 (7.95 g; 27.4 mmol) in 120 ml of MeOH is poured into a hydrogenation reactor. 10% Pd/c-based catalyst is added (1.46 g; 1.38 mmol) and the mixture is subjected to a hydrogen pressure of 3.5 bars (50 psi) for 24 hours in a Parr type shaker. After filtration on celite and washing with methanol, the medium is concentrated in order to produce 4.98 g (Yield=91%) of product in the form of white crystals. Solvent: CCOC(=O)C (EtOAc), O (Water), CN(C)C=O (DMF). The reagents and catalysts are [Cu]I (CuI). The product is CN(C)CC=1N(C=CN1)C=1C=C(N)C=C(C1)C(F)(F)F (3-(2-((Dimethylamino)methyl)-1H-imidazol-1-yl)-5-(trifluoromethyl)aniline). Procedure: Potential synthesis of N-[3-{2-[(dimethylamino)methyl]-1H-imidazol-1-yl}-5-(trifluoromethyl)phenyl]-4-methyl-3-[(trimethylsilyl)ethynyl]benzamide: N-(3-(2-((dimethylamino)methyl)-1H-imidazol-1-yl)-5-(trifluoromethyl)phenyl)-3-iodo-4-methylbenzamide (5 mmol), Pd[(PPh3)]4 (289 mg, 0.25 mmol). CuI (71 mg, 0.375 mmol) are placed in a schlenk flask. The flask is subjected to 3 cycles of vacuum refilling with N2. To this mixture is added anhydrous N,N-diisopropylethylamine (1.1 mL, 6 mmol), DMF (5 mL)... Reactants: CN(C)CC=1N(C=CN1)C=1C=C(C=C(C1)C(F)(F)F)NC(C1=CC(=C(C=C1)C)C#C[Si](C)(C)C)=O (N-[3-{2-[(dimethylamino)methyl]-1H-imidazol-1-yl}-5-(trifluoromethyl)phenyl]-4-methyl-3-[(trimethylsilyl)ethynyl]benzamide), N#N (N2), CN(C)CC=1N(C=CN1)C=1C=C(C=C(C1)C(F)(F)F)NC(C1=CC(=C(C=C1)C)I)=O (N-(3-(2-((dimethylamino)methyl)-1H-imidazol-1-yl)-5-(trifluoromethyl)phenyl)-3-iodo-4-methylbenzamide), Pd[(PPh3)]4, C(C)(C)N(C(C)C)CC (N,N-diisopropylethylamine), C[Si](C)(C)C#C (trimethylsilylacetylene). Reaction SMILES: [CH3:1][N:2]([CH2:4][C:5]1[N:6]([C:10]2[CH:11]=[C:12]([NH:20]C(=O)C3C=CC(C)=C(C#C[Si](C)(C)C)C=3)[CH:13]=[C:14]([C:16]([F:19])([F:18])[F:17])[CH:15]=2)[CH:7]=[CH:8][N:9]=1)[CH3:3].CN(CC1N(C2C=C(NC(=O)C3C=CC(C)=C(I)C=3)C=C(C(F)(F)F)C=2)C=CN=1)C.N#N.C(N(CC)C(C)C)(C)C.C[Si](C#C)(C)C>[Cu]I.CCOC(C)=O.O.CN(C=O)C>[CH3:3][N:2]([CH2:4][C:5]1[N:6]([C:10]2[CH:11]=[C:12]([CH:13]=[C:14]([C:16]([F:19])([F:17])[F:18])[CH:15]=2)[NH2:20])[CH:7]=[CH:8][N:9]=1)[CH3:1]. Run at time 24 hour. The reactants are C(C)(=O)OC(C)=O (acetic anhydride), Br.OC=1C=C(C=CC1O)C=1C(NC(=NC1)C1=CC=CC=C1)=O (5-(3,4-Dihydroxyphenyl)-2-phenyl-4(3H)-pyrimidinone hydrobromide), C(C)OCC (diethyl ether). Run in N1=CC=CC=C1 (pyridine). Product: C(C)(=O)OC1=C(C=C(C=C1)C=1C(NC(=NC1)C1=CC=CC=C1)=O)OC(C)=O (4-(3,4-dihydro-4-oxo-2-phenyl-5-pyrimidinyl)-o-phenylene diacetate). As a reaction SMILES: Br.[OH:2][C:3]1[CH:4]=[C:5]([C:10]2[C:11](=[O:22])[NH:12][C:13]([C:16]3[CH:21]=[CH:20][CH:19]=[CH:18][CH:17]=3)=[N:14][CH:15]=2)[CH:6]=[CH:7][C:8]=1[OH:9].[C:23](OC(=O)C)(=[O:25])[CH3:24].[CH2:30]([O:32]CC)[CH3:31]>N1C=CC=CC=1>[C:23]([O:9][C:8]1[CH:7]=[CH:6][C:5]([C:10]2[C:11](=[O:22])[NH:12][C:13]([C:16]3[CH:21]=[CH:20][CH:19]=[CH:18][CH:17]=3)=[N:14][CH:15]=2)=[CH:4][C:3]=1[O:2][C:30](=[O:32])[CH3:31])(=[O:25])[CH3:24] |f:0.1|. Procedure: 5-(3,4-Dihydroxyphenyl)-2-phenyl-4(3H)-pyrimidinone hydrobromide (6.0 g) (21.4 mmol) are dissolved in 100 ml of pyridine and treated at room temperature while stirring with 5.2 g (51 mmol) of acetic anhydride. After 1.5 hours 200 ml of diethyl ether are added thereto and the precipitated product is filtered off. The solid is washed with diethyl ether and dried in a high vacuum at 35° C. There are obtained 7.1 g of 4-(3,4-dihydro-4-oxo-2-phenyl-5-pyrimidinyl)-o-phenylene diacetate as white crysta... Reactants: NC=1C=CC2=C(N=C(O2)CN2CCCC2)C1 (5-amino-2-[(pyrrolidin-1-yl)methyl]benzoxazole), C1=CC=C(C=C1)OC(=NC#N)OC2=CC=CC=C2 (diphenylcyanocarbonimidate). Solvent: C(C)(C)O (isopropyl alcohol). The product is C(#N)\N=C(\NC=1C=CC2=C(N=C(O2)CN2CCCC2)C1)/OC1=CC=CC=C1 ((Z)-phenyl N′-cyano-N-(2-(pyrrolidin-1-ylmethyl)benzo[d]oxazol-5-yl)carbamimidate). Reaction SMILES: [NH2:1][C:2]1[CH:3]=[CH:4][C:5]2[O:9][C:8]([CH2:10][N:11]3[CH2:15][CH2:14][CH2:13][CH2:12]3)=[N:7][C:6]=2[CH:16]=1.[CH:17]1[CH:22]=[CH:21][C:20]([O:23][C:24](OC2C=CC=CC=2)=[N:25][C:26]#[N:27])=[CH:19][CH:18]=1>C(O)(C)C>[C:26](/[N:25]=[C:24](\[O:23][C:20]1[CH:21]=[CH:22][CH:17]=[CH:18][CH:19]=1)/[NH:1][C:2]1[CH:3]=[CH:4][C:5]2[O:9][C:8]([CH2:10][N:11]3[CH2:12][CH2:13][CH2:14][CH2:15]3)=[N:7][C:6]=2[CH:16]=1)#[N:27]. Reported procedure: A solution of 5-amino-2-[(pyrrolidin-1-yl)methyl]benzoxazole (200 mg, 0.92 mmol) and diphenylcyanocarbonimidate (263 mg, 1.10 mmol) in isopropyl alcohol (3.5 mL) was stirred overnight at ambient temperature, the resulting white solid product, (Z)-phenyl N′-cyano-N-(2-(pyrrolidin-1-ylmethyl)benzo[d]oxazol-5-yl)carbamimidate, was filtered and used directly for the next step (290 mg, 87%).